From a dataset of the Open Reaction Database (ORD), a public repository of structured organic reaction records. describe an organic reaction: reactants, conditions, products, and yield The reactants are [BH4-], CS(C)=O, CC(=O)O, [Na+], C1CCOC1, O, O=[N+]([O-])C=Cc1ccc(CCc2ccco2)cc1. Yields the product O=[N+]([O-])CCc1ccc(CCc2ccco2)cc1. RXN SMILES: [BH4-:32].[CH3:1][S:2]([CH3:3])=[O:4].[CH3:28][C:29](=[O:30])[OH:31].[Na+:33].[O:5]1[CH2:6][CH2:7][CH2:8][CH2:9]1.[OH2:34].[o:10]1[c:11]([CH2:15][CH2:16][c:17]2[cH:18][cH:19][c:20]([CH:23]=[CH:24][N+:25](=[O:26])[O-:27])[cH:21][cH:22]2)[cH:12][cH:13][cH:14]1>>[o:10]1[c:11]([CH2:15][CH2:16][c:17]2[cH:18][cH:19][c:20]([CH2:23][CH2:24][N+:25](=[O:26])[O-:27])[cH:21][cH:22]2)[cH:12][cH:13][cH:14]1. Reactants: c1ccc(COCc2ccccc2)cc1, CCCCCCC(C)OS(=O)(=O)c1ccc(C)cc1, CCO, [Na+], [OH-], Oc1ccc(O)cc1. Product: c1ccc(COCc2ccccc2)cc1, CCCCCCC(C)Oc1ccc(O)cc1. RXN SMILES: [CH2:1]([c:2]1[cH:3][cH:4][cH:5][cH:6][cH:7]1)[O:8][CH2:9][c:10]1[cH:11][cH:12][cH:13][cH:14][cH:15]1.[CH3:26][CH:27]([CH2:28][CH2:29][CH2:30][CH2:31][CH2:32][CH3:33])[O:34][S:35]([c:36]1[cH:37][cH:38][c:39]([CH3:40])[cH:41][cH:42]1)(=[O:43])=[O:44].[CH3:45][CH2:46][OH:47].[Na+:25].[OH-:24].[c:16]1([OH:17])[cH:18][cH:19][c:20]([OH:21])[cH:22][cH:23]1>>[CH2:1]([c:2]1[cH:3][cH:4][cH:5][cH:6][cH:7]1)[O:8][CH2:9][c:10]1[cH:11][cH:12][cH:13][cH:14][cH:15]1.[c:16]1([O:17][CH:27]([CH3:26])[CH2:28][CH2:29][CH2:30][CH2:31][CH2:32][CH3:33])[cH:18][cH:19][c:20]([OH:21])[cH:22][cH:23]1. The reactants are Cl.Cl.CN1CCN(CC1)CCCN1N=NN=C1S (1-[3-(4-methyl-1-piperazinyl)propyl]-1H-tetrazole-5-thiol.dihydrochloride), CC(=O)OCC1=C(N2[C@@H]([C@@H](C2=O)N)SC1)C(=O)O (7-aminocephalosporanic acid), C([O-])(O)=O.[Na+] (sodium bicarbonate), C([O-])(O)=O.[Na+] (sodium bicarbonate). Solvent: O (water). Run at temperature 64 celsius, time 2 hour. Product: NC1[C@@H]2N(C(=C(CS2)CSC2=NN=NN2CCCN2CCN(CC2)C)C(=O)O)C1=O (7-amino-3-[1-[3-(4-methyl-1-piperazinyl) propyl]-1H-tetrazol-5-yl]thiomethyl-3-cephem-4-carboxylic acid). The yield is 34.5%. RXN SMILES: Cl.Cl.[CH3:3][N:4]1[CH2:9][CH2:8][N:7]([CH2:10][CH2:11][CH2:12][N:13]2[C:17]([SH:18])=[N:16][N:15]=[N:14]2)[CH2:6][CH2:5]1.CC(O[CH2:23][C:24]1[CH2:33][S:32][C@@H:27]2[C@H:28]([NH2:31])[C:29](=[O:30])[N:26]2[C:25]=1[C:34]([OH:36])=[O:35])=O.C(=O)(O)[O-].[Na+]>O>[NH2:31][CH:28]1[C:29](=[O:30])[N:26]2[C:25]([C:34]([OH:36])=[O:35])=[C:24]([CH2:23][S:18][C:17]3[N:13]([CH2:12][CH2:11][CH2:10][N:7]4[CH2:6][CH2:5][N:4]([CH3:3])[CH2:9][CH2:8]4)[N:14]=[N:15][N:16]=3)[CH2:33][S:32][C@H:27]12 |f:0.1.2,4.5|. Reported procedure: To a solution of 1-[3-(4-methyl-1-piperazinyl)propyl]-1H-tetrazole-5-thiol.dihydrochloride (75.32 g) in water (6 l) was added 7-aminocephalosporanic acid (60.0 g) and the mixture was adjusted to pH 5.4 with a saturated aqueous solution of sodium bicarbonate and stirred for 2 hours at 64° C. The reaction mixture was cooled and adjusted to pH 6.84 with a saturated aqueous solution of sodium bicarbonate. The resulting mixture was subjected to column chromatography (CM-Cephadex, H-type: 3 l), elutin... The reactants are CC(=O)Nc1scc(C)c1C(=O)c1ccccc1Cl, CI, CN(C)C=O, [H-], [Na+], O. Product: CCC(=O)Nc1scc(C)c1C(=O)c1ccccc1Cl. Reaction SMILES: [C:1]([CH3:2])(=[O:3])[NH:4][c:5]1[s:6][cH:7][c:8]([CH3:19])[c:9]1[C:10]([c:11]1[c:12]([Cl:17])[cH:13][cH:14][cH:15][cH:16]1)=[O:18].[CH3:22][I:23].[CH3:25][N:26]([CH3:27])[CH:28]=[O:29].[H-:20].[Na+:21].[OH2:24]>>[C:1]([CH2:2][CH3:22])(=[O:3])[NH:4][c:5]1[s:6][cH:7][c:8]([CH3:19])[c:9]1[C:10]([c:11]1[c:12]([Cl:17])[cH:13][cH:14][cH:15][cH:16]1)=[O:18]. Starting materials: C(C)[C@]12C[C@]([C@](C[C@H]2CCC2=CC(=CC=C12)O)(O)C1=NC=CC=C1)(O)C ((2R,3R,4aR,10aR)-4a-Ethyl-3-methyl-2-pyridin-2-yl-1,2,3,4,4a,9,10,10a-octahydrophenanthrene-2,3,7-triol), ClCC#N (chloroacetonitrile). Yields the product C(C)[C@@]12C=3C=CC(=CC3CC[C@@H]2C[C@]([C@](C1)(C)O)(C1=NC=CC=C1)O)OCC#N ((4bR,6R,7R,8aR)-(4b-Ethyl-6,7-dihydroxy-6-methyl-7-pyridin-2-yl-4b,5,6,7,8,8a,9,10-octahydrophenanthren-2-yloxy)acetonitrile). RXN SMILES: [CH2:1]([C@:3]12[C:16]3[C:11](=[CH:12][C:13]([OH:17])=[CH:14][CH:15]=3)[CH2:10][CH2:9][C@@H:8]1[CH2:7][C@:6]([C:19]1[CH:24]=[CH:23][CH:22]=[CH:21][N:20]=1)([OH:18])[C@:5]([CH3:26])([OH:25])[CH2:4]2)[CH3:2].Cl[CH2:28][C:29]#[N:30]>>[CH2:1]([C@@:3]12[CH2:4][C@:5]([OH:25])([CH3:26])[C@:6]([OH:18])([C:19]3[CH:24]=[CH:23][CH:22]=[CH:21][N:20]=3)[CH2:7][C@H:8]1[CH2:9][CH2:10][C:11]1[CH:12]=[C:13]([O:17][CH2:28][C:29]#[N:30])[CH:14]=[CH:15][C:16]2=1)[CH3:2]. Procedure: The title compound was prepared from the compound of Example 102 according to the procedure of Example 57, running the reaction at room temperature overnight and using chloroacetonitrile as the alkylating agent. Mass spectrum (m/e) 393 (M++1). Reactants: C(C)(C)(C)OC(=O)N[C@H](C[C@H]1[C@@H](N(C(O1)(C)C)C(=O)OCC1=CC=CC=C1)CC1=CC=C(C=C1)C1=NC(=CC=C1)C)CC1=CC=CC=C1 (benzyl(4S,5S)-5-{(2S)-2-[(tert-butoxycarbonyl)amino]-3-phenylpropyl}-2,2-dimethyl-4-[4-(6-methyl-2-pyridinyl)benzyl]-1,3-oxazolidine-3-carboxylate), CO (methanol), Cl (HCl). The solvent is C1CCOC1 (THF). Conditions: temperature 50 celsius, time 16 hour. The product is N[C@H](C[C@@H]([C@H](CC1=CC=C(C=C1)C1=NC(=CC=C1)C)NC(OCC1=CC=CC=C1)=O)O)CC1=CC=CC=C1 (benzyl(1S,2S,4S)-4-amino-2-hydroxy-1-[4-(6-methyl-2-pyridinyl)benzyl]-5-phenylpentylcarbamate), hydrochloride salt. RXN SMILES: C(OC([NH:8][C@@H:9]([CH2:42][C:43]1[CH:48]=[CH:47][CH:46]=[CH:45][CH:44]=1)[CH2:10][C@@H:11]1[O:15]C(C)(C)[N:13]([C:18]([O:20][CH2:21][C:22]2[CH:27]=[CH:26][CH:25]=[CH:24][CH:23]=2)=[O:19])[C@H:12]1[CH2:28][C:29]1[CH:34]=[CH:33][C:32]([C:35]2[CH:40]=[CH:39][CH:38]=[C:37]([CH3:41])[N:36]=2)=[CH:31][CH:30]=1)=O)(C)(C)C.CO.Cl>C1COCC1>[NH2:8][C@@H:9]([CH2:42][C:43]1[CH:44]=[CH:45][CH:46]=[CH:47][CH:48]=1)[CH2:10][C@H:11]([OH:15])[C@@H:12]([NH:13][C:18](=[O:19])[O:20][CH2:21][C:22]1[CH:23]=[CH:24][CH:25]=[CH:26][CH:27]=1)[CH2:28][C:29]1[CH:30]=[CH:31][C:32]([C:35]2[CH:40]=[CH:39][CH:38]=[C:37]([CH3:41])[N:36]=2)=[CH:33][CH:34]=1. Reported procedure: A solution containing the product from Example 68B (0.07 g, 0.108 mmol) in a mixture of THF (0.5 mL), methanol (0.3 mL), and aqueous HCl (0.5 mL, 1 N) was stirred at 50° C. for 16 hours. The solvent was removed under reduced pressure to give the title compound as the hydrochloride salt, which was used without further purification. Reactants: C(C1=CC=CC=C1)C(=O)CC (Ethyl benzyl ketone), BrCCC=C (1-bromo-3-butene). Product: C1(=CC=CC=C1)C(CCC=C)C(CC)=O (5-phenyl-oct-1-en-6-one). Reaction SMILES: [CH2:1]([C:8]([CH2:10][CH3:11])=[O:9])[C:2]1[CH:7]=[CH:6][CH:5]=[CH:4][CH:3]=1.Br[CH2:13][CH2:14][CH:15]=[CH2:16]>>[C:2]1([CH:1]([C:8](=[O:9])[CH2:10][CH3:11])[CH2:16][CH2:15][CH:14]=[CH2:13])[CH:7]=[CH:6][CH:5]=[CH:4][CH:3]=1. Procedure details: Ethyl benzyl ketone is reacted with 1-bromo-3-butene according to the foregoing details and there is obtained 5-phenyl-oct-1-en-6-one of boiling point 106° C./4 mmHg; nD20 =1.5088. The reactants are C1=CC=CC=2[C@H]3C4=CC=CC=C4[C@@H](C12)C(C3O)O (cis-9,10-dihydro-9,10-ethanoanthracene-11,12-diol), C(C)(=O)[O-].C(C)(=O)[O-].C(C)(=O)[O-].C(C)(=O)[O-].[Pb+4] (lead tetra-acetate), starch iodide. The solvent is C(C)(=O)O (acetic acid). Conditions: time 2 hour. Yields the product C1=CC=CC2=C(C3=CC=CC=C3C(=C12)C=O)C=O (9,10-Anthracenedicarboxaldehyde). Reaction SMILES: [CH:1]1[C:14]2[C@H:13]3[CH:15]([OH:18])[CH:16]([OH:17])[C@H:6]([C:7]4[C:12]3=[CH:11][CH:10]=[CH:9][CH:8]=4)[C:5]=2[CH:4]=[CH:3][CH:2]=1.C([O-])(=O)C.C([O-])(=O)C.C([O-])(=O)C.C([O-])(=O)C.[Pb+4]>C(O)(=O)C>[CH:1]1[C:14]2[C:5](=[C:6]([CH:16]=[O:17])[C:7]3[C:12]([C:13]=2[CH:15]=[O:18])=[CH:11][CH:10]=[CH:9][CH:8]=3)[CH:4]=[CH:3][CH:2]=1 |f:1.2.3.4.5|. Reported procedure: A solution of 2.38 g. (0.01 mole) of cis-9,10-dihydro-9,10-ethanoanthracene-11,12-diol [Newman et al., J. Am. Chem. Soc., 77, 3789 (1955)] in 50 ml. of glacial acetic acid was stirred magnetically at 30°-35° C. and treated portionwise with 8.9 g. (0.02 mole) of lead tetra-acetate or until a blue color persisted with starch-iodide test paper. The reaction mixture was stirred for two hours and the so-formed orange crystals were removed by filtration and recrystallized from methylene chloride givin... Reactants: CC(C)(C)OC(=O)CBr, O=C1CCNc2c(F)cccc2N1, [H-], [Na+], CN(C)C=O. Yields the product CC(C)(C)OC(=O)CN1C(=O)CCNc2c(F)cccc21. As a reaction SMILES: [Br:16][CH2:17][C:18](=[O:19])[O:20][C:21]([CH3:22])([CH3:23])[CH3:24].[F:1][c:2]1[cH:3][cH:4][cH:5][c:6]2[c:12]1[NH:11][CH2:10][CH2:9][C:8](=[O:13])[NH:7]2.[H-:14].[Na+:15].[O:25]=[CH:26][N:27]([CH3:28])[CH3:29]>>[F:1][c:2]1[cH:3][cH:4][cH:5][c:6]2[c:12]1[NH:11][CH2:10][CH2:9][C:8](=[O:13])[N:7]2[CH2:17][C:18](=[O:19])[O:20][C:21]([CH3:22])([CH3:23])[CH3:24].